Task: describe an organic reaction: reactants, conditions, products, and yield. Dataset: the Open Reaction Database (ORD), a public repository of structured organic reaction records Reactants: OC(CCl)COc1ccccc1, [H-], [Na+], [Na], CN(C)C=O, N=C1CC(=O)Oc2cc(O)ccc21. The product is N=C1CC(=O)Oc2cc(OCC(O)COc3ccccc3)ccc21. As a reaction SMILES: [Cl:17][CH2:18][CH:19]([CH2:20][O:21][c:22]1[cH:23][cH:24][cH:25][cH:26][cH:27]1)[OH:28].[H-:14].[Na+:15].[Na:16].[O:29]=[CH:30][N:31]([CH3:32])[CH3:33].[OH:1][c:2]1[cH:3][cH:4][c:5]2[c:10]([cH:11]1)[O:9][C:8](=[O:12])[CH2:7][C:6]2=[NH:13]>>[O:1]([c:2]1[cH:3][cH:4][c:5]2[c:10]([cH:11]1)[O:9][C:8](=[O:12])[CH2:7][C:6]2=[NH:13])[CH2:18][CH:19]([CH2:20][O:21][c:22]1[cH:23][cH:24][cH:25][cH:26][cH:27]1)[OH:28]. The reactants are resultant mixture, [Si](C)(C)(C(C)(C)C)C1=C(C(=NC(=C1F)F)C(=O)C=1C(=NC=CC1)F)F ([4-[tert-butyl(dimethyl)silyl]-3,5,6-trifluoro-2-pyridyl]-(2-fluoro-3-pyridyl)methanone), O.NN (hydrazine hydrate), C([O-])([O-])=O.[Ca+2] (calcium carbonate). Run in O1CCOCC1 (dioxane). Yields the product [Si](C)(C)(C(C)(C)C)C1=C(C(=NC(=C1F)F)C1=NNC2=NC=CC=C21)F (3-(4-(tert-butyldimethylsilyl)-3,5,6-trifluoropyridin-2-yl)-1H-pyrazolo[3,4-b]pyridine). Reaction SMILES: [Si:1]([C:8]1[C:13]([F:14])=[C:12]([F:15])[N:11]=[C:10]([C:16]([C:18]2[C:19](F)=[N:20][CH:21]=[CH:22][CH:23]=2)=O)[C:9]=1[F:25])([C:4]([CH3:7])([CH3:6])[CH3:5])([CH3:3])[CH3:2].C(=O)([O-])[O-].[Ca+2].O.[NH2:32][NH2:33]>O1CCOCC1>[Si:1]([C:8]1[C:13]([F:14])=[C:12]([F:15])[N:11]=[C:10]([C:16]2[C:18]3[C:19](=[N:20][CH:21]=[CH:22][CH:23]=3)[NH:33][N:32]=2)[C:9]=1[F:25])([C:4]([CH3:6])([CH3:5])[CH3:7])([CH3:3])[CH3:2] |f:1.2,3.4|. Procedure: [4-[tert-butyl(dimethyl)silyl]-3,5,6-trifluoro-2-pyridyl]-(2-fluoro-3-pyridyl)methanone (159 g, 429.2 mmol) was dissolved in dioxane (1.6 L) and calcium carbonate (85.91 g, 858.4 mmol) was added. The reaction was in an ice bath and hydrazine hydrate (107.4 g, 104.4 mL, 2.146 mol) was added dropwise over 30 minutes. The resultant mixture was stirred overnight, after which time the thick suspension became a heterogeneous red solution. The reaction mixture was filtered through a pad of Celite, wash...